Dataset: the Open Reaction Database (ORD), a public repository of structured organic reaction records. Task: describe an organic reaction: reactants, conditions, products, and yield Reactants: NC1CCN(c2ncc(Br)cn2)C1, CC(=O)O[BH-](OC(C)=O)OC(C)=O, C1CCOC1, Cc1ccccc1, CC(C)O, O=Cc1ccc(Cl)cc1Cl, [Na+], [Na+], [OH-], O. Product: Clc1ccc(CNC2CCN(c3ncc(Br)cn3)C2)c(Cl)c1. Reaction SMILES: [Br:1][c:2]1[cH:3][n:4][c:5]([N:8]2[CH2:9][CH:10]([NH2:13])[CH2:11][CH2:12]2)[n:6][cH:7]1.[C:26]([O:27][BH-:28]([O:29][C:30](=[O:31])[CH3:32])[O:33][C:34](=[O:35])[CH3:36])(=[O:37])[CH3:38].[CH2:41]1[O:42][CH2:43][CH2:44][CH2:45]1.[CH3:50][c:51]1[cH:52][cH:53][cH:54][cH:55][cH:56]1.[CH:46]([OH:47])([CH3:48])[CH3:49].[Cl:16][c:17]1[c:18]([CH:19]=[O:20])[cH:21][cH:22][c:23]([Cl:25])[cH:24]1.[Na+:15].[Na+:39].[OH-:14].[OH2:40]>>[Br:1][c:2]1[cH:3][n:4][c:5]([N:8]2[CH2:9][CH:10]([NH:13][CH2:19][c:18]3[c:17]([Cl:16])[cH:24][c:23]([Cl:25])[cH:22][cH:21]3)[CH2:11][CH2:12]2)[n:6][cH:7]1. RXN SMILES: [CH3:1][O:2][C:3]1[C:4](=[O:10])[CH:5]=[CH:6][C:7](=[O:9])[CH:8]=1.[CH2:11]=[CH:12][CH:13]=[CH2:14]>>[CH3:1][O:2][C:3]1[C:4](=[O:10])[CH:5]2[CH:6]([C:7](=[O:9])[CH:8]=1)[CH2:14][CH:13]=[CH:12][CH2:11]2. Yields the product COC=1C(C2CC=CCC2C(C1)=O)=O (2-methoxy-4a,5,8,8a-tetrahydronapthoquinone). Starting materials: methoxy and 2,6-dimethoxy-p-benzoquinone, C=CC=C (1,3-butadiene), lignin, COC=1C(C=CC(C1)=O)=O (methoxy-p-benzoquinone). Reported procedure: Little is known, however, concerning the reaction of methoxy and 2,6-dimethoxy-p-benzoquinone. (The latter can be generated from lignin). It has been shown that methoxy-p-benzoquinone will react with 1,3-butadiene to give 2-methoxy-4a,5,8,8a-tetrahydronapthoquinone [G. I. Birnbaum, J. Org. Chem., 25, 1660-1, (1960)]and with 2,3-dimethyl-1,3-butadiene to give 5,8-dihydro-2-methoxy-6,7-dimethyl -1,4-napthoquinone [M. F. Ansell, J. Chem. Soc., 3020, (1963)]. A more recent publication has shown that... Reactants: C(=C)C1=CC=C(CCl)C=C1 (p-vinylbenzyl chloride), Cl (hydrochloric acid), [OH-].[K+] (potassium hydroxide), C(C)(C)(C)C1=CC(=CC(=C1O)C(C)(C)C)C (2,6-di-tert-butyl-p-cresol), SCCC(=O)O (3-mercaptopropionic acid). Solvent: C(C)O (ethanol). Yields the product C(=C)C1=CC=C(CSCCC(=O)O)C=C1 (3-(p-Vinylbenzylthio)propionic acid). The yield is 80.0%. As a reaction SMILES: [OH-].[K+].C(C1C(O)=C(C(C)(C)C)C=C(C)C=1)(C)(C)C.[SH:19][CH2:20][CH2:21][C:22]([OH:24])=[O:23].[CH:25]([C:27]1[CH:34]=[CH:33][C:30]([CH2:31]Cl)=[CH:29][CH:28]=1)=[CH2:26].Cl>C(O)C>[CH:25]([C:27]1[CH:34]=[CH:33][C:30]([CH2:31][S:19][CH2:20][CH2:21][C:22]([OH:24])=[O:23])=[CH:29][CH:28]=1)=[CH2:26] |f:0.1|. Reported procedure: To a solution of potassium hydroxide (84 g, 1.3 moles) and 2,6-di-tert-butyl-p-cresol (1 g) in ethanol (1.2 liter) at room temperature was added under a nitrogen atmosphere 3-mercaptopropionic acid (65.0 g, 0.61 mole) over 10 minutes. Following addition the solution was stirred an additional hour at room temperature and then p-vinylbenzyl chloride (93 g, 0.6 mole) was added at room temperature over 30 minutes. After addition, the solution as stirred at ambient temperature overnight. The next day... Reactants: ClCCl, CC(C)(C)OC(=O)NC(CCCNC(N)=N[N+](=O)[O-])C(=O)NCc1ccc(Cl)cc1, O=C(O)C(F)(F)F. The product is NC(=N[N+](=O)[O-])NCCCC(N)C(=O)NCc1ccc(Cl)cc1. RXN SMILES: [Cl:38][CH2:39][Cl:40].[NH2:1][C:2]([NH:3][CH2:4][CH2:5][CH2:6][CH:7]([NH:8][C:9]([O:10][C:11]([CH3:12])([CH3:13])[CH3:14])=[O:15])[C:16](=[O:17])[NH:18][CH2:19][c:20]1[cH:21][cH:22][c:23]([Cl:26])[cH:24][cH:25]1)=[N:27][N+:28](=[O:29])[O-:30].[OH:31][C:32]([C:33]([F:34])([F:35])[F:36])=[O:37]>>[NH2:1][C:2]([NH:3][CH2:4][CH2:5][CH2:6][CH:7]([NH2:8])[C:16](=[O:17])[NH:18][CH2:19][c:20]1[cH:21][cH:22][c:23]([Cl:26])[cH:24][cH:25]1)=[N:27][N+:28](=[O:29])[O-:30]. Reactants: COC(=O)C1(CC2=CC=CC=C2C1)NC(C1=CC(=C(C=C1)OC)OCCC1=CC(=CC=C1)CCN=[N+]=[N-])=O (2-(3-{2-[3-(2-Azido-ethyl)-phenyl]-ethoxy}-4-methoxy-benzoylamino)-indane-2-carboxylic acid methyl ester), C1(=CC=CC=C1)P(C1=CC=CC=C1)C1=CC=CC=C1 (triphenylphosphine). The solvent is C1CCOC1 (THF), O (water). Conditions: time 8 hour. Yields the product COC(=O)C1(CC2=CC=CC=C2C1)NC(C1=CC(=C(C=C1)OC)OCCC1=CC(=CC=C1)CCN)=O (2-(3-{2-[3-(2-Amino-ethyl)-phenyl]-ethoxy}-4-methoxy-benzoylamino)-indane-2-carboxylic acid methyl ester). The yield is 96.7%. Reaction SMILES: [CH3:1][O:2][C:3]([C:5]1([NH:14][C:15](=[O:38])[C:16]2[CH:21]=[CH:20][C:19]([O:22][CH3:23])=[C:18]([O:24][CH2:25][CH2:26][C:27]3[CH:32]=[CH:31][CH:30]=[C:29]([CH2:33][CH2:34][N:35]=[N+]=[N-])[CH:28]=3)[CH:17]=2)[CH2:13][C:12]2[C:7](=[CH:8][CH:9]=[CH:10][CH:11]=2)[CH2:6]1)=[O:4].C1(P(C2C=CC=CC=2)C2C=CC=CC=2)C=CC=CC=1>C1COCC1.O>[CH3:1][O:2][C:3]([C:5]1([NH:14][C:15](=[O:38])[C:16]2[CH:21]=[CH:20][C:19]([O:22][CH3:23])=[C:18]([O:24][CH2:25][CH2:26][C:27]3[CH:32]=[CH:31][CH:30]=[C:29]([CH2:33][CH2:34][NH2:35])[CH:28]=3)[CH:17]=2)[CH2:13][C:12]2[C:7](=[CH:8][CH:9]=[CH:10][CH:11]=2)[CH2:6]1)=[O:4]. Reported procedure: The compound of step 1 (0.185 g, 0.360 mmol) and triphenylphosphine (0.149 g, 0.539 mmol) were dissolved in a mixture of 3 ml of THF and 3 ml of water, and the solution was stirred overnight at room temperature. The mixture was evaporated to dryness and purified by silica gel chromatography (DCM/methanol/28% ammonia gradient, 70:30:0 to 0:100:0 to 0:90:10) to yield 0.17 g of the title compound.